Dataset: the Open Reaction Database (ORD), a public repository of structured organic reaction records. Task: describe an organic reaction: reactants, conditions, products, and yield Reactants: COc1ccc2[nH]c(C)c(CCN3CCCCC3CC3CCCCC3)c2c1, O=C(Cl)c1ccc(F)cc1F, [H-], [Na+], [Na], CN(C)C=O. Yields the product COc1ccc2c(c1)c(CCN1CCCCC1CC1CCCCC1)c(C)n2C(=O)c1ccc(F)cc1F. Reaction SMILES: [CH:1]1([CH2:7][CH:8]2[N:9]([CH2:14][CH2:15][c:16]3[c:17]([CH3:27])[nH:18][c:19]4[cH:20][cH:21][c:22]([O:25][CH3:26])[cH:23][c:24]34)[CH2:10][CH2:11][CH2:12][CH2:13]2)[CH2:2][CH2:3][CH2:4][CH2:5][CH2:6]1.[F:31][c:32]1[c:33]([C:34](=[O:35])[Cl:36])[cH:37][cH:38][c:39]([F:41])[cH:40]1.[H-:28].[Na+:29].[Na:30].[O:42]=[CH:43][N:44]([CH3:45])[CH3:46]>>[CH:1]1([CH2:7][CH:8]2[N:9]([CH2:14][CH2:15][c:16]3[c:17]([CH3:27])[n:18]([C:34]([c:33]4[c:32]([F:31])[cH:40][c:39]([F:41])[cH:38][cH:37]4)=[O:35])[c:19]4[cH:20][cH:21][c:22]([O:25][CH3:26])[cH:23][c:24]34)[CH2:10][CH2:11][CH2:12][CH2:13]2)[CH2:2][CH2:3][CH2:4][CH2:5][CH2:6]1. Reported procedure: This compound was prepared as HCl salt by using procedures analogous to those described for the synthesis of Example 55, Step 2 starting from tert-butyl cis-2-(cyclopropylmethoxy)cyclohexylcarbamate. Analytic LCMS (M+H)+: m/z=144.1. RXN SMILES: Cl.[CH:2]1([CH2:5][O:6][C@H:7]2[CH2:12][CH2:11][CH2:10][CH2:9][C@H:8]2[NH:13]C(=O)OC(C)(C)C)[CH2:4][CH2:3]1>>[CH:2]1([CH2:5][O:6][C@H:7]2[CH2:12][CH2:11][CH2:10][CH2:9][C@H:8]2[NH2:13])[CH2:3][CH2:4]1. Starting materials: Cl (HCl), C1(CC1)CO[C@@H]1[C@@H](CCCC1)NC(OC(C)(C)C)=O (tert-butyl cis-2-(cyclopropylmethoxy)cyclohexylcarbamate). The product is C1(CC1)CO[C@@H]1[C@@H](CCCC1)N (cis-2-(cyclopropylmethoxy)cyclohexanamine).